This data is from the Open Reaction Database (ORD), a public repository of structured organic reaction records. The task is: describe an organic reaction: reactants, conditions, products, and yield Reactants: N1CCNCC1 (piperazine), [OH-].[Na+] (sodium hydroxide), O (water), O1C(=CC=C1)C(=O)Cl (furoyl chloride). The solvent is CC(=O)C (acetone). Yields the product O1C(=CC=C1)C(=O)N1CCNCC1 (N-(2-furoyl)piperazine). RXN SMILES: [NH:1]1[CH2:6][CH2:5][NH:4][CH2:3][CH2:2]1.O.[O:8]1[CH:12]=[CH:11][CH:10]=[C:9]1[C:13](Cl)=[O:14].[OH-].[Na+]>CC(C)=O>[O:8]1[CH:12]=[CH:11][CH:10]=[C:9]1[C:13]([N:1]1[CH2:6][CH2:5][NH:4][CH2:3][CH2:2]1)=[O:14] |f:3.4|. Procedure: To a solution of 21.5 g. (0.25 mol) of piperazine in a mixture of 960 ml. of acidified water (pH = 4.5) and 1200 ml. of acetone, 32.5 g. (0.25 mol) of furoyl chloride are added dropwise while the pH is maintained at 4.5 by dropwise addition of a sodium hydroxide solution. The mixture is made alkaline, and extracted several times with chloroform. The chloroform is distilled off and the concentrated extract is distilled in vacuo. 18.3 g. of the N-(2-furoyl)piperazine thus obtained in 50 ml. of die... Starting materials: BrCc1ccccc1, CC#N, [K+], [K+], O=C([O-])[O-], Oc1c(Br)cccc1Br. Product: Brc1cccc(Br)c1OCc1ccccc1. As a reaction SMILES: [Br:16][CH2:17][c:18]1[cH:19][cH:20][cH:21][cH:22][cH:23]1.[CH3:24][C:25]#[N:26].[K+:1].[K+:2].[O-:3][C:4]([O-:5])=[O:6].[OH:7][c:8]1[c:9]([Br:10])[cH:11][cH:12][cH:13][c:14]1[Br:15]>>[O:7]([c:8]1[c:9]([Br:10])[cH:11][cH:12][cH:13][c:14]1[Br:15])[CH2:17][c:18]1[cH:19][cH:20][cH:21][cH:22][cH:23]1.